This data is from the Open Reaction Database (ORD), a public repository of structured organic reaction records. The task is: describe an organic reaction: reactants, conditions, products, and yield Reactants: BrC1=CC=C(C=C1)C1=CC=C(C=C1)O (4-bromo-4′-hydroxybiphenyl), [I-].[K+] (potassium iodide), C(#N)C1=CC=C(C=C1)C1=CC=C(C=C1)OCCCCCCCCCC (4-Cyano-4′-decyloxybiphenyl), BrCCCCCCCCCC (1-bromodecane), C([O-])([O-])=O.[K+].[K+] (potassium carbonate). The solvent is CC(CC)=O (butanone). Yields the product BrC1=CC=C(C=C1)C1=CC=C(C=C1)OCCCCCCCCCC (4-Bromo-4′-decyloxybiphenyl). RXN SMILES: [Br:1][C:2]1[CH:7]=[CH:6][C:5]([C:8]2[CH:13]=[CH:12][C:11]([OH:14])=[CH:10][CH:9]=2)=[CH:4][CH:3]=1.Br[CH2:16][CH2:17][CH2:18][CH2:19][CH2:20][CH2:21][CH2:22][CH2:23][CH2:24][CH3:25].C(=O)([O-])[O-].[K+].[K+].[I-].[K+].C(C1C=CC(C2C=CC(OCCCCCCCCCC)=CC=2)=CC=1)#N>CC(=O)CC>[Br:1][C:2]1[CH:3]=[CH:4][C:5]([C:8]2[CH:13]=[CH:12][C:11]([O:14][CH2:16][CH2:17][CH2:18][CH2:19][CH2:20][CH2:21][CH2:22][CH2:23][CH2:24][CH3:25])=[CH:10][CH:9]=2)=[CH:6][CH:7]=1 |f:2.3.4,5.6|. Procedure: Quantities: 4-bromo-4′-hydroxybiphenyl (67) (20.00 g, 0.08 mol), 1-bromodecane (22.12 g, 0.10 mol), anhydrous potassium carbonate (57.10 g, 0.413 mol), potassium iodide (trace), butanone (500 ml). The experimental procedure was as described for the preparation of compound 57. The cooled mixture of product and inorganic salts was filtered off and washed carefully with dilute hydrochloric acid to remove the potassium carbonate. The white product was then washed with water until acid-free and heate... The reactants are ClC1=CC2=C(C(C3=C(CN2C)C=CC=N3)N3CCNCC3)C=C1 ((8-Chloro-6,11-dihydro-6-methyl-5H-pyrido[3,2-c][1]benzazepin-11-yl)-piperazine), N1=CC=C(C=C1)CC(=O)O (4-pyridine-acetic acid), CCN=C=NCCCN(C)C.Cl (EDCl), C=1C=CC2=C(C1)N=NN2O (HOBT), CN1CCOCC1 (NMM). Run in CN(C)C=O (DMF), O (water). Reaction conditions: time 1 minute. Yields the product ClC1=CC2=C(C(C3=C(CN2C)C=CC=N3)N3CCN(CC3)C(CC3=CC=NC=C3)=O)C=C1 (4-(8-Chloro-6,11-dihydro-6-methyl-5H-pyrido[3,2-c][1]benzazepin-11-yl)-1-(4-pyridine-acetyl)piperazine). Reaction SMILES: [Cl:1][C:2]1[CH:23]=[CH:22][C:5]2[CH:6]([N:16]3[CH2:21][CH2:20][NH:19][CH2:18][CH2:17]3)[C:7]3[N:15]=[CH:14][CH:13]=[CH:12][C:8]=3[CH2:9][N:10]([CH3:11])[C:4]=2[CH:3]=1.[N:24]1[CH:29]=[CH:28][C:27]([CH2:30][C:31](O)=[O:32])=[CH:26][CH:25]=1.CCN=C=NCCCN(C)C.Cl.C1C=CC2N(O)N=NC=2C=1.CN1CCOCC1>CN(C=O)C.O>[Cl:1][C:2]1[CH:23]=[CH:22][C:5]2[CH:6]([N:16]3[CH2:21][CH2:20][N:19]([C:31](=[O:32])[CH2:30][C:27]4[CH:28]=[CH:29][N:24]=[CH:25][CH:26]=4)[CH2:18][CH2:17]3)[C:7]3[N:15]=[CH:14][CH:13]=[CH:12][C:8]=3[CH2:9][N:10]([CH3:11])[C:4]=2[CH:3]=1 |f:2.3|. Reported procedure: (8-Chloro-6,11-dihydro-6-methyl-5H-pyrido[3,2-c][1]benzazepin-11-yl)-piperazine (100 mg, 0.305 mmol), 4-pyridine-acetic acid (83.6 mg, 0.61 mmol), EDCl (0.116 g, 0.61 mmol) and HOBT (82.4 mg, 0.61 mmol) were dissolved in DMF (2 ml) and stirred for 1 minute, and then NMM (1 ml) was added. The reaction mixture was stirred at 20° C. for 21 hours and then diluted with water (50 ml), and the aqueous phase was then extracted with EtOAc (about 8 times) until no product was visible in the aqueous layer.... Reactants: COc1ccc(CN2C(=O)CN(Cc3ccc(C(=O)O)cc3)S2(=O)=O)c(OC)c1, Cc1ccccc1, O=S(Cl)Cl. The product is COc1ccc(CN2C(=O)CN(Cc3ccc(C(=O)Cl)cc3)S2(=O)=O)c(OC)c1. Reaction SMILES: [CH3:1][O:2][c:3]1[c:4]([CH2:5][N:6]2[C:7](=[O:23])[CH2:8][N:9]([CH2:13][c:14]3[cH:15][cH:16][c:17]([C:18](=[O:19])[OH:20])[cH:21][cH:22]3)[S:10]2(=[O:11])=[O:12])[cH:24][cH:25][c:26]([O:28][CH3:29])[cH:27]1.[CH3:34][c:35]1[cH:36][cH:37][cH:38][cH:39][cH:40]1.[S:30]([Cl:31])([Cl:32])=[O:33]>>[CH3:1][O:2][c:3]1[c:4]([CH2:5][N:6]2[C:7](=[O:23])[CH2:8][N:9]([CH2:13][c:14]3[cH:15][cH:16][c:17]([C:18](=[O:19])[Cl:32])[cH:21][cH:22]3)[S:10]2(=[O:11])=[O:12])[cH:24][cH:25][c:26]([O:28][CH3:29])[cH:27]1. The reactants are CC1(C2=C(N(CCC1)C(C)=O)C=C(C=C2)[N+](=O)[O-])C (1-(5,5-dimethyl-8-nitro-2,3,4,5-tetrahydrobenzo[b]azepin-1-yl)ethanone). The reagents and catalysts are [Pd] (Pd—C). Run in CO (MeOH). Reaction conditions: time 4 hour. The product is NC=1C=CC2=C(N(CCCC2(C)C)C(C)=O)C1 (1-(8-amino-2,3,4,5-tetrahydro-5,5-dimethylbenzo[b]azepin-1-yl)ethanone). Reaction SMILES: [CH3:1][C:2]1([CH3:19])[CH2:8][CH2:7][CH2:6][N:5]([C:9](=[O:11])[CH3:10])[C:4]2[CH:12]=[C:13]([N+:16]([O-])=O)[CH:14]=[CH:15][C:3]1=2>CO.[Pd]>[NH2:16][C:13]1[CH:14]=[CH:15][C:3]2[C:2]([CH3:19])([CH3:1])[CH2:8][CH2:7][CH2:6][N:5]([C:9](=[O:11])[CH3:10])[C:4]=2[CH:12]=1. Procedure: A suspension of 1-(5,5-dimethyl-8-nitro-2,3,4,5-tetrahydrobenzo[b]azepin-1-yl)ethanone (1.05 g, 40 mmol) and 10% Pd—C (0.2 g) in MeOH (20 mL) was stirred under H2 (1 atm) at room temperature for 4 h. After filtration, the filtrate was concentrated to give 1-(8-amino-2,3,4,5-tetrahydro-5,5-dimethylbenzo[b]azepin-1-yl)ethanone as a white solid (DC-4) (880 mg, 94%). 1H NMR (CDCl3) δ 7.06 (d, J=8.0 Hz, 1H), 6.59 (dd, J=8.4, 2.4 Hz, 1H), 6.50 (br s, 1H), 4.18-4.05 (m, 1H), 3.46-3.36 (m, 1H), 2.23 (s,... Starting materials: OC1=CC=NN1C1=NC=CC(=C1)C#N (2-(5-hydroxy-1H-pyrazol-1-yl)pyridine-4-carbonitrile), N1=CC(=CC=C1)CO (pyridin-3-ylmethanol). Yields the product N1=CC(=CC=C1)COC1=CC=NN1C1=NC=CC(=C1)C#N (2-[5-(pyridin-3-ylmethoxy)-1H-pyrazol-1-yl]pyridine-4-carbonitrile). Reaction SMILES: [OH:1][C:2]1[N:6]([C:7]2[CH:12]=[C:11]([C:13]#[N:14])[CH:10]=[CH:9][N:8]=2)[N:5]=[CH:4][CH:3]=1.[N:15]1[CH:20]=[CH:19][CH:18]=[C:17]([CH2:21]O)[CH:16]=1>>[N:15]1[CH:20]=[CH:19][CH:18]=[C:17]([CH2:21][O:1][C:2]2[N:6]([C:7]3[CH:12]=[C:11]([C:13]#[N:14])[CH:10]=[CH:9][N:8]=3)[N:5]=[CH:4][CH:3]=2)[CH:16]=1. Procedure details: The title compound was prepared from 2-(5-hydroxy-1H-pyrazol-1-yl)pyridine-4-carbonitrile and pyridin-3-ylmethanol according to the procedure for the preparation of Example 39, part C. 1H NMR (400 MHz, CDCl3): δ 5.27 (2H, s), 5.78 (1H, d, J=2.0 Hz), 7.41 (1H, dd, J=1.2 Hz, J=5.2 Hz), 7.36 (1H, dd, J=4.8 Hz, J=7.6 Hz), 7.58 (1H, d, J=2.0 Hz), 7.80 (1H, d, J=8.0 Hz), 8.03 (1H, s), 8.63 (1H, dd, J=1.2 Hz, J=4.8 Hz), 8.69-8.72 (2H, m). [M+H] Calc'd for C15H11N5O, 278. Found, 278. Starting materials: C#CCOS(C)(=O)=O, Cc1ccccc1, O=Cc1ccccc1Cl, N. Product: C#CCN=Cc1ccccc1Cl. RXN SMILES: [CH3:11][S:12]([O:13][CH2:16][C:17]#[CH:18])(=[O:14])=[O:15].[CH3:19][c:20]1[cH:21][cH:22][cH:23][cH:24][cH:25]1.[Cl:2][c:3]1[c:4]([CH:5]=[O:6])[cH:7][cH:8][cH:9][cH:10]1.[NH3:1]>>[N:1](=[CH:5][c:4]1[c:3]([Cl:2])[cH:10][cH:9][cH:8][cH:7]1)[CH2:16][C:17]#[CH:18]. Reactants: CC(=O)[O-], CC(=O)[O-], CC(=O)[O-], CC(=O)[O-], O=C([O-])O, C=CCN(C(=O)OC(C)(C)C)C(Cc1ccc2ccccc2c1)C(=O)N(C)Cc1ccccc1OC, C[N+]1([O-])CCOCC1, CC(C)=O, ClC(Cl)Cl, [Na+], [Na+], O, O=[Os](=O)(=O)=O, [Pb+4], O=S([O-])O. Product: COc1ccccc1CN(C)C(=O)C(Cc1ccc2ccccc2c1)N(CC=O)C(=O)OC(C)(C)C. RXN SMILES: [C:50]([O-:51])(=[O:52])[CH3:53].[C:54]([O-:55])(=[O:56])[CH3:57].[C:58]([O-:59])(=[O:60])[CH3:61].[C:62]([O-:63])(=[O:64])[CH3:65].[C:67](=[O:68])([OH:69])[O-:70].[CH3:1][O:2][c:3]1[c:4]([CH2:5][N:6]([C:7]([CH:8]([CH2:9][c:10]2[cH:11][c:12]3[cH:13][cH:14][cH:15][cH:16][c:17]3[cH:18][cH:19]2)[N:20]([C:21](=[O:22])[O:23][C:24]([CH3:25])([CH3:26])[CH3:27])[CH2:28][CH:29]=[CH2:30])=[O:31])[CH3:32])[cH:33][cH:34][cH:35][cH:36]1.[CH3:37][N+:38]1([O-:39])[CH2:40][CH2:42][O:41][CH2:43][CH2:44]1.[CH3:82][C:83](=[O:84])[CH3:85].[CH:72]([Cl:73])([Cl:74])[Cl:75].[Na+:49].[Na+:71].[OH2:81].[Os:76](=[O:77])(=[O:78])(=[O:79])=[O:80].[Pb+4:66].[S:45](=[O:46])([OH:47])[O-:48]>>[CH3:1][O:2][c:3]1[c:4]([CH2:5][N:6]([C:7]([CH:8]([CH2:9][c:10]2[cH:11][c:12]3[cH:13][cH:14][cH:15][cH:16][c:17]3[cH:18][cH:19]2)[N:20]([C:21](=[O:22])[O:23][C:24]([CH3:25])([CH3:26])[CH3:27])[CH2:28][CH:29]=[O:41])=[O:31])[CH3:32])[cH:33][cH:34][cH:35][cH:36]1. The reactants are CCCC=CCO, C1CCOC1, CCCCCc1ccc(-c2ccc(O)cc2)s1, c1ccc(P(c2ccccc2)c2ccccc2)cc1. The product is CCCC=CCOc1ccc(-c2ccc(CCCCC)s2)cc1. Reaction SMILES: [CH2:20]([CH:21]=[CH:22][CH2:23][CH2:24][CH3:25])[OH:26].[O:44]1[CH2:45][CH2:46][CH2:47][CH2:48]1.[OH:27][c:28]1[cH:29][cH:30][c:31](-[c:34]2[s:35][c:36]([CH2:39][CH2:40][CH2:41][CH2:42][CH3:43])[cH:37][cH:38]2)[cH:32][cH:33]1.[c:1]1([P:2]([c:3]2[cH:4][cH:5][cH:6][cH:7][cH:8]2)[c:9]2[cH:10][cH:11][cH:12][cH:13][cH:14]2)[cH:15][cH:16][cH:17][cH:18][cH:19]1>>[CH2:20]([CH:21]=[CH:22][CH2:23][CH2:24][CH3:25])[O:26][c:28]1[cH:29][cH:30][c:31](-[c:34]2[s:35][c:36]([CH2:39][CH2:40][CH2:41][CH2:42][CH3:43])[cH:37][cH:38]2)[cH:32][cH:33]1. Reactants: FC=1C=CC(=C(C1)C(CC(C=O)(C(F)(F)F)OCOC)(C)C)OC (4-(5-fluoro-2-methoxyphenyl)-2-methoxymethoxy-4-methyl-2-trifluoromethylpentanal), solution, CC=1C=C(C[Mg]Br)C=C(C1)C (3,5-dimethylbenzylmagnesium bromide). Solvent: C1CCOC1 (THF), C1CCOC1 (THF). Reaction conditions: time 4 hour. Product: CC=1C=C(C=C(C1)C)CC(C(CC(C)(C)C1=C(C=CC(=C1)F)OC)(C(F)(F)F)OCOC)O (1-(3,5-dimethylphenyl)-5-(5-fluoro-2-methoxyphenyl)-3-methoxymethoxy-5-methyl-3-trifluoromethylhexan-2-ol). As a reaction SMILES: [F:1][C:2]1[CH:3]=[CH:4][C:5]([O:23][CH3:24])=[C:6]([C:8]([CH3:22])([CH3:21])[CH2:9][C:10]([O:17][CH2:18][O:19][CH3:20])([C:13]([F:16])([F:15])[F:14])[CH:11]=[O:12])[CH:7]=1.[CH3:25][C:26]1[CH:27]=[C:28]([CH:32]=[C:33]([CH3:35])[CH:34]=1)[CH2:29][Mg]Br>C1COCC1>[CH3:25][C:26]1[CH:34]=[C:33]([CH2:35][CH:11]([OH:12])[C:10]([O:17][CH2:18][O:19][CH3:20])([C:13]([F:16])([F:15])[F:14])[CH2:9][C:8]([C:6]2[CH:7]=[C:2]([F:1])[CH:3]=[CH:4][C:5]=2[O:23][CH3:24])([CH3:21])[CH3:22])[CH:32]=[C:28]([CH3:29])[CH:27]=1. Procedure: To a solution of 398 mg (1.1 mmol) of the above 4-(5-fluoro-2-methoxyphenyl)-2-methoxymethoxy-4-methyl-2-trifluoromethylpentanal in 4 mL of anhydrous THF, 10 mL (2.5 mmol) of a 0.25 M solution of 3,5-dimethylbenzylmagnesium bromide in THF was added. The mixture stirred for 4 hours and was then quenched with 10 mL of saturated ammonium chloride and extracted with three 10 mL portions of EtOAc. The combined organic layers were washed with three 5 mL portions of brine, dried over magnesium sulfate,... Starting materials: C(C)(CC)[Li] (sec-butyllithium), FC=1C(=C(C(=C(C1)F)F)F)F (pentafluorobenzene), C(C)OCC (diethyl ether). Solvent: CCCCCC (hexane). Conditions: temperature -65 celsius. The product is FC1=C(C(=C(C(=C1[Li])F)F)F)F (pentafluorophenyllithium). As a reaction SMILES: [F:1][C:2]1[C:3]([F:11])=[C:4]([F:10])[C:5]([F:9])=[C:6]([F:8])[CH:7]=1.C(OCC)C.C([Li:21])(CC)C>CCCCCC>[F:1][C:2]1[C:7]([Li:21])=[C:6]([F:8])[C:5]([F:9])=[C:4]([F:10])[C:3]=1[F:11]. Procedure: Inside of a 100 ml volume glass three-neck flask equipped with a 50 mol volume glass dropping funnel, temperature resistor and septum rubber was sufficiently replaced with nitrogen. Into the flask, 5 g (29.8 mmol) of pentafluorobenzene and 30 ml of diethyl ether were charged, of which solution was cooled to -65° C. Thereafter, 14.2 g (34.3 mmol) of 15.5 wt. % hexane solution of sec-butyllithium charged into the dropping funnel were added dropwise while making the inner temperature not to exceed ...